From a dataset of the Open Reaction Database (ORD), a public repository of structured organic reaction records. describe an organic reaction: reactants, conditions, products, and yield Yields the product CC=1C=C(C=C(C1[Si](C)(C)C)C)Br (3,5-dimethyl-4-trimethylsilylbromobenzene). Run at time 45 minute. The reactants are FC(S(=O)(=O)O[Si](C)(C)C)(F)F (trimethylsilyl trifluoromethanesulfonate), CCCCCC (hexane), C(CCC)[Li] (n-butyl lithium), CC1=C(C(=CC(=C1)Br)C)I (2,6-Dimethyl-4-bromoiodobenzene). Reported procedure: 2,6-Dimethyl-4-bromoiodobenzene (5.04 g, 16.2 mmol) was dissolved in diethyl ether (50 ml). To the solution was then added dropwise a hexane solution of n-butyl lithium (2.6 M, 6.5 ml) at −50° C. The mixture was then stirred at the same temperature for 45 minutes. To the mixture was then added dropwise trimethylsilyl trifluoromethanesulfonate (3.7 ml, 19.4 mmol). The mixture was then stirred at −30° C. for 30 minutes and at room temperature overnight. After the quenching of the reaction with wat... Run in C(C)OCC (diethyl ether). The yield is 84.9%. RXN SMILES: [CH3:1][C:2]1[CH:7]=[C:6]([Br:8])[CH:5]=[C:4]([CH3:9])[C:3]=1I.CCCCCC.C([Li])CCC.FC(F)(F)S(O[Si:28]([CH3:31])([CH3:30])[CH3:29])(=O)=O>C(OCC)C>[CH3:1][C:2]1[CH:7]=[C:6]([Br:8])[CH:5]=[C:4]([CH3:9])[C:3]=1[Si:28]([CH3:31])([CH3:30])[CH3:29]. The reactants are C[N+](C)(C)Cc1ccccc1, CC#N, [Cl-], O=[N+]([O-])c1cc(C(F)(F)F)cnc1O, O, O=P(Cl)(Cl)Cl. As a reaction SMILES: [CH2:25]([N+:26]([CH3:27])([CH3:28])[CH3:29])[c:30]1[cH:31][cH:32][cH:33][cH:34][cH:35]1.[CH3:21][C:22]#[N:23].[Cl-:24].[N+:1](=[O:2])([O-:3])[c:4]1[c:5]([OH:14])[n:6][cH:7][c:8]([C:10]([F:11])([F:12])[F:13])[cH:9]1.[OH2:20].[P:15]([Cl:16])([Cl:17])([Cl:18])=[O:19]>>[N+:1](=[O:2])([O-:3])[c:4]1[c:5]([Cl:17])[n:6][cH:7][c:8]([C:10]([F:11])([F:12])[F:13])[cH:9]1. The product is O=[N+]([O-])c1cc(C(F)(F)F)cnc1Cl. Reactants: BrC=1C(=NC(=NC1)Cl)N1C(COCC1)C(=O)NC1CCC2=CC=C(C=C12)OC (4-(5-bromo-2-chloropyrimidin-4-yl)-N-(6-methoxy-2,3-dihydro-1H-inden-1-yl)morpholine-3-carboxamide), CC1(C2=C(C(=CC=C2)P(C3=CC=CC=C3)C4=CC=CC=C4)OC5=C(C=CC=C51)P(C6=CC=CC=C6)C7=CC=CC=C7)C (Xantphos), P(=O)([O-])([O-])[O-].[K+].[K+].[K+] (potassium phosphate). The reagents and catalysts are C(C)(=O)[O-].[Pd+2].C(C)(=O)[O-] (palladium(II)acetate). The solvent is O1CCOCC1 (dioxane), C(C)(C)(C)O (tert-butanol). The product is ClC1=NC=2N3C(C(N(C2C=N1)C1CCC2=CC=C(C=C12)OC)=O)COCC3 (2-chloro-5-(6-methoxy-2,3-dihydro-1H-inden-1-yl)-6a,7,9,10-tetrahydro-[1,4]oxazino[3,4-h]pteridin-6(5H)-one). Reaction SMILES: Br[C:2]1[C:3]([N:9]2[CH2:14][CH2:13][O:12][CH2:11][CH:10]2[C:15]([NH:17][CH:18]2[C:26]3[C:21](=[CH:22][CH:23]=[C:24]([O:27][CH3:28])[CH:25]=3)[CH2:20][CH2:19]2)=[O:16])=[N:4][C:5]([Cl:8])=[N:6][CH:7]=1.CC1(C)C2C(=C(P(C3C=CC=CC=3)C3C=CC=CC=3)C=CC=2)OC2C(P(C3C=CC=CC=3)C3C=CC=CC=3)=CC=CC1=2.P([O-])([O-])([O-])=O.[K+].[K+].[K+]>O1CCOCC1.C(O)(C)(C)C.C([O-])(=O)C.[Pd+2].C([O-])(=O)C>[Cl:8][C:5]1[N:6]=[CH:7][C:2]2[N:17]([CH:18]3[C:26]4[C:21](=[CH:22][CH:23]=[C:24]([O:27][CH3:28])[CH:25]=4)[CH2:20][CH2:19]3)[C:15](=[O:16])[CH:10]3[CH2:11][O:12][CH2:13][CH2:14][N:9]3[C:3]=2[N:4]=1 |f:2.3.4.5,8.9.10|. Procedure details: The title compound was prepared in a manner similar to PREPARATION x35 using 4-(5-bromo-2-chloropyrimidin-4-yl)-N-(6-methoxy-2,3-dihydro-1H-inden-1-yl)morpholine-3-carboxamide (PREPARATION x42, 472 mg, 1.009 mmol), Xantphos (43.8 mg, 0.076 mmol), potassium phosphate (214 mg, 1.009 mmol) and palladium(II)acetate (11.33 mg, 0.050 mmol) in dioxane (5 mL) and tert-butanol (1 mL). ESI-MS m/z [M+H]+ calc'd for C19H19ClN4O3, 387.11. found 387.4. The reactants are O=C1C2N(C3=C(CN1)C=CC=C3)CCN(C2)C(=O)OC(C)(C)C (tert-butyl 5-oxo-1,2,4a,5,6,7-hexahydropyrazino[1,2-a][1,4]benzodiazepine-3(4H)-carboxylate), [H-].[Na+] (sodium hydride), Cl (HCl), BrCC1CC1 ((bromomethyl)cyclopropane). Run in CN(C=O)C (N,N-dimethylformamide), O1CCOCC1 (1,4-dioxane), O1CCOCC1 (1,4-dioxane). Conditions: time 1 hour. Product: C1(CC1)CN1C(C2N(C3=C(C1)C=CC=C3)CCNC2)=O (6-(cyclopropylmethyl)-2,3,4,4a,6,7-hexahydropyrazino[1,2-a][1,4]benzodiazepin-5(1H)-one). RXN SMILES: [O:1]=[C:2]1[NH:8][CH2:7][C:6]2[CH:9]=[CH:10][CH:11]=[CH:12][C:5]=2[N:4]2[CH2:13][CH2:14][N:15](C(OC(C)(C)C)=O)[CH2:16][CH:3]12.[H-].[Na+].Br[CH2:27][CH:28]1[CH2:30][CH2:29]1.Cl>CN(C)C=O.O1CCOCC1>[CH:28]1([CH2:27][N:8]2[CH2:7][C:6]3[CH:9]=[CH:10][CH:11]=[CH:12][C:5]=3[N:4]3[CH2:13][CH2:14][NH:15][CH2:16][CH:3]3[C:2]2=[O:1])[CH2:30][CH2:29]1 |f:1.2|. Reported procedure: To a solution of tert-butyl 5-oxo-1,2,4a,5,6,7-hexahydropyrazino[1,2-a][1,4]benzodiazepine-3(4H)-carboxylate (100 mg, 0.315 mmol, Example 1) in anhydrous N,N-dimethylformamide (2 mL) was added sodium hydride (13.86 mg, 0.347 mmol). After stirring for 1 hour at room temperature, (bromomethyl)cyclopropane (102 mg, 0.756 mmol) was added to the reaction mixture. The reaction was stirred for 20 hours. The reaction was then quenched carefully with water and extracted with ethyl acetate. The organic la... The reactants are [Cl-].[NH4+] (ammonium chloride), [H-].[Na+] (sodium hydride), FC1=C(C(=CC=C1)[N+](=O)[O-])CC(=O)OC (methyl (2-fluoro-6-nitrophenyl)acetate), BrCCCBr (1,3-dibromopropane). Run in CN(C)C=O (DMF), CN(C)C=O (DMF). Reaction conditions: time 4 hour. The product is FC1=C(C(=CC=C1)[N+](=O)[O-])C1(CCC1)C(=O)OC (methyl 1-(2-fluoro-6-nitrophenyl)cyclobutanecarboxylate). RXN SMILES: [H-].[Na+].[F:3][C:4]1[CH:9]=[CH:8][CH:7]=[C:6]([N+:10]([O-:12])=[O:11])[C:5]=1[CH2:13][C:14]([O:16][CH3:17])=[O:15].Br[CH2:19][CH2:20][CH2:21]Br.[Cl-].[NH4+]>CN(C=O)C>[F:3][C:4]1[CH:9]=[CH:8][CH:7]=[C:6]([N+:10]([O-:12])=[O:11])[C:5]=1[C:13]1([C:14]([O:16][CH3:17])=[O:15])[CH2:21][CH2:20][CH2:19]1 |f:0.1,4.5|. Procedure: To a solution of sodium hydride (9.49 g) in DMF (75 mL) was added dropwise a solution of methyl (2-fluoro-6-nitrophenyl)acetate (23 g) and 1,3-dibromopropane (13.1 mL) in DMF (15 mL) at 0° C. The reaction mixture was stirred at room temperature for 4 hr, cooled to 0° C. Saturated aqueous ammonium chloride solution was added thereto, and the mixture was extracted with ethyl acetate. The extract was washed with water and saturated brine, dried over anhydrous magnesium sulfate, and concentrated und... Run in C(C)(C)O (isopropanol). Run at temperature 80 celsius. Procedure details: Approximately 397 g of 50% aqueous sodium hydroxide solution was added dropwise over a period of 7 hours to a solution of n-dodecyl mercaptan (1000g) and 1-chloropropane-2,3-diol (547g) in isopropanol solvent (2000 cc) at ambient temperature. The reaction temperature rose from 21° to 56° C. during the addition. The reaction was refluxed for 5 hours at 80° C. and then filtered hot through paper to remove the precipitated salt. The isopropanol solvent was removed by distillation. The product resid... Reaction SMILES: [OH-].[Na+].[CH2:3]([SH:15])[CH2:4][CH2:5][CH2:6][CH2:7][CH2:8][CH2:9][CH2:10][CH2:11][CH2:12][CH2:13][CH3:14].Cl[CH2:17][CH:18]([OH:21])[CH2:19][OH:20]>C(O)(C)C>[CH2:3]([S:15][CH2:17][CH2:18][CH2:19][CH2:3][CH2:4][CH2:5][CH2:6][CH2:7][CH2:8][CH2:9][CH2:10][CH3:11])[CH2:4][CH2:5][CH2:6][CH2:7][CH2:8][CH2:9][CH2:10][CH2:11][CH2:12][CH2:13][CH3:14].[OH:20][CH2:19][CH:18]([OH:21])[CH3:17] |f:0.1,5.6|. Reactants: [OH-].[Na+] (sodium hydroxide), C(CCCCCCCCCCC)S (n-dodecyl mercaptan), ClCC(CO)O (1-chloropropane-2,3-diol). The product is C(CCCCCCCCCCC)SCCCCCCCCCCCC.OCC(C)O (1,2-dihydroxypropane dodecyl sulfide). Starting materials: C(C1=CC=CC=C1)N1C=NC=2N(C(NC(C12)=O)=O)C (7-benzyl-3-methylxanthine), C(C)OCCl (ethoxymethyl chloride), C([O-])([O-])=O.[K+].[K+] (potassium carbonate). Run in CN(C=O)C (dimethylformamide). Product: C(C1=CC=CC=C1)N1C=NC=2N(C(N(C(C12)=O)COCC)=O)C (7-Benzyl-1-ethoxymethyl-3-methylxanthine). Reaction SMILES: [CH2:1]([N:8]1[C:16]2[C:15](=[O:17])[NH:14][C:13](=[O:18])[N:12]([CH3:19])[C:11]=2[N:10]=[CH:9]1)[C:2]1[CH:7]=[CH:6][CH:5]=[CH:4][CH:3]=1.[CH2:20]([O:22][CH2:23]Cl)[CH3:21].C(=O)([O-])[O-].[K+].[K+]>CN(C)C=O>[CH2:1]([N:8]1[C:16]2[C:15](=[O:17])[N:14]([CH2:23][O:22][CH2:20][CH3:21])[C:13](=[O:18])[N:12]([CH3:19])[C:11]=2[N:10]=[CH:9]1)[C:2]1[CH:7]=[CH:6][CH:5]=[CH:4][CH:3]=1 |f:2.3.4|. Procedure: 20 g (0.078 mol) of 7-benzyl-3-methylxanthine were stirred at 80° C. for 6 hours with 8.8 g (0.094 mol) of ethoxymethyl chloride and 13 g of potassium carbonate in 500 ml of absolute dimethylformamide, the mixture was filtered and concentrated, and the residue which remained was chromatographed (eluent: dichloromethane/methanol 20:1). The reactants are BrC=1C=C2C(N(C(NC2=CC1)=O)CC1CCN(CC1)C)C1=CC=CC=C1 (6-Bromo-3-[(1-methyl-4-piperidyl)methyl]-4-phenyl-1,4-dihydroquinazolin-2-one), CC1=NOC(=C1B(O)O)C (3,5-dimethylisoxazole-4-boronic acid), C(=O)([O-])[O-].[Na+].[Na+] (Na2CO3), CO (MeOH). Reagents/catalysts: Cl[Pd]Cl (dichloro-palladium(II)). Run in O1CCOCC1 (dioxane), O (water). Reaction conditions: temperature 80 celsius, time 5 hour. The product is CC1=NOC(=C1C=1C=C2C(N(C(NC2=CC1)=O)CC1CCN(CC1)C)C1=CC=CC=C1)C (6-(3,5-Dimethylisoxazol-4-yl)-3-[(1-methyl-4-piperidyl)methyl]-4-phenyl-1,4-dihydroquinazolin-2-one). As a reaction SMILES: Br[C:2]1[CH:3]=[C:4]2[C:9](=[CH:10][CH:11]=1)[NH:8][C:7](=[O:12])[N:6]([CH2:13][CH:14]1[CH2:19][CH2:18][N:17]([CH3:20])[CH2:16][CH2:15]1)[CH:5]2[C:21]1[CH:26]=[CH:25][CH:24]=[CH:23][CH:22]=1.[CH3:27][C:28]1[C:32](B(O)O)=[C:31]([CH3:36])[O:30][N:29]=1.C([O-])([O-])=O.[Na+].[Na+].CO>O1CCOCC1.Cl[Pd]Cl.O>[CH3:27][C:28]1[C:32]([C:2]2[CH:3]=[C:4]3[C:9](=[CH:10][CH:11]=2)[NH:8][C:7](=[O:12])[N:6]([CH2:13][CH:14]2[CH2:19][CH2:18][N:17]([CH3:20])[CH2:16][CH2:15]2)[CH:5]3[C:21]2[CH:26]=[CH:25][CH:24]=[CH:23][CH:22]=2)=[C:31]([CH3:36])[O:30][N:29]=1 |f:2.3.4|. Reported procedure: To a mixture of 6-Bromo-3-[(1-methyl-4-piperidyl)methyl]-4-phenyl-1,4-dihydroquinazolin-2-one (100 mg, 0.24 mmol), 3,5-dimethylisoxazole-4-boronic acid (51 mg, 0.36 mmol), Na2CO3 (77 mg, 0.73 mmol) in dioxane (1.6 ml) with MeOH (0.4 ml) and water (0.2 ml) 1,1′-Bis(diphenylphosphino)ferrocene]dichloro-palladium(II) (17 mg, 0.02 mmol) is added. The mixture is stirred for 5 h at 80° C., concentrated in vacuo and the product purified by RP HPLC. Starting materials: N1C(CCC1)CCC(=O)OCC (ethyl 3-(pyrrolidin-2-yl)propanoate), BrCC(=O)OC (methyl 2-bromoacetate), C(=O)([O-])[O-].[K+].[K+] (K2CO3). The solvent is CC#N (CH3CN), O (water). The product is COC(CN1C(CCC1)CCC(=O)OCC)=O (ethyl 3-(1-(2-methoxy-2-oxoethyl)pyrrolidin-2-yl)propanoate). As a reaction SMILES: [NH:1]1[CH2:5][CH2:4][CH2:3][CH:2]1[CH2:6][CH2:7][C:8]([O:10][CH2:11][CH3:12])=[O:9].Br[CH2:14][C:15]([O:17][CH3:18])=[O:16].C([O-])([O-])=O.[K+].[K+]>CC#N.O>[CH3:18][O:17][C:15](=[O:16])[CH2:14][N:1]1[CH2:5][CH2:4][CH2:3][CH:2]1[CH2:6][CH2:7][C:8]([O:10][CH2:11][CH3:12])=[O:9] |f:2.3.4|. Procedure details: A solution of ethyl 3-(pyrrolidin-2-yl)propanoate (3 g, 17.5 mmol), methyl 2-bromoacetate (3 g, 18 mmol) and K2CO3 (3 g, 21.7 mmol) in CH3CN was stirred at 80° C. overnight. The completion of the reaction was monitored by TLC. After the suspension was diluted with water (50 mL) and extracted with ethyl acetate (3×50 mL), the combined organic layers were concentrated to give the crude product, which was directly used for the next step without further purification. MS (ESI): 244 (MH+). The reactants are O=c1cc(CCl)nc2sc(Cl)cn12, CC(Cl)Cl, [Na+], O=C([O-])O, O=S(=O)(Cl)Cl. Product: O=c1c(Cl)c(CCl)nc2sc(Cl)cn12. RXN SMILES: [Cl:1][c:2]1[cH:3][n:4]2[c:5]([n:6][c:7]([CH2:11][Cl:12])[cH:8][c:9]2=[O:10])[s:13]1.[Cl:24][CH:25]([Cl:26])[CH3:27].[Na+:23].[O-:19][C:20]([OH:21])=[O:22].[S:14]([Cl:15])(=[O:16])([Cl:17])=[O:18]>>[Cl:1][c:2]1[cH:3][n:4]2[c:5]([n:6][c:7]([CH2:11][Cl:12])[c:8]([Cl:17])[c:9]2=[O:10])[s:13]1.